This data is from the Open Reaction Database (ORD), a public repository of structured organic reaction records. The task is: describe an organic reaction: reactants, conditions, products, and yield Starting materials: FC(C=1C=C(C=C(C1)C(F)(F)F)C(=O)N1C[C@H]([C@H](CC1)C1=CC(=CC=C1)Br)C1=CC=CC=C1)(F)F (rac-cis-(3,5-bis-trifluoromethyl-phenyl)-[4-(3-bromo-phenyl)-3-phenyl-piperidin-1-yl]-methanone), N1CCOCC1 (morpholine). Yields the product FC(C=1C=C(C=C(C1)C(F)(F)F)C(=O)N1C[C@H]([C@H](CC1)C1=CC(=CC=C1)N1CCOCC1)C1=CC=CC=C1)(F)F (Rac-cis-(3,5-Bis-trifluoromethyl-phenyl)-[4-(3-morpholin-4-yl-phenyl)-3-phenyl-piperidin-1-yl]-methanone). RXN SMILES: [F:1][C:2]([F:35])([F:34])[C:3]1[CH:4]=[C:5]([C:13]([N:15]2[CH2:20][CH2:19][C@H:18]([C:21]3[CH:26]=[CH:25][CH:24]=[C:23](Br)[CH:22]=3)[C@H:17]([C:28]3[CH:33]=[CH:32][CH:31]=[CH:30][CH:29]=3)[CH2:16]2)=[O:14])[CH:6]=[C:7]([C:9]([F:12])([F:11])[F:10])[CH:8]=1.[NH:36]1[CH2:41][CH2:40][O:39][CH2:38][CH2:37]1>>[F:1][C:2]([F:35])([F:34])[C:3]1[CH:4]=[C:5]([C:13]([N:15]2[CH2:20][CH2:19][C@H:18]([C:21]3[CH:26]=[CH:25][CH:24]=[C:23]([N:36]4[CH2:41][CH2:40][O:39][CH2:38][CH2:37]4)[CH:22]=3)[C@H:17]([C:28]3[CH:33]=[CH:32][CH:31]=[CH:30][CH:29]=3)[CH2:16]2)=[O:14])[CH:6]=[C:7]([C:9]([F:12])([F:11])[F:10])[CH:8]=1. Procedure details: The title compound, MS: m/e=563.3 (M+), was prepared in accordance with the general method of example 10 from rac-cis-(3,5-bis-trifluoromethyl-phenyl)-[4-(3-bromo-phenyl)-3-phenyl-piperidin-1-yl]-methanone and morpholine. Starting materials: ClC=1C=C(C(C(=O)O)=CC1)O (4-chlorosalicylic acid), [H-].[Na+] (sodium hydride), CN(C=O)C (dimethylformamide), IC (iodomethane). Conditions: time 1 hour. The product is ClC1=CC(=C(C(=O)OC)C=C1)OC (Methyl 4-chloro-2-methoxybenzoate). The yield is 77.4%. As a reaction SMILES: [H-].[Na+].[Cl:3][C:4]1[CH:5]=[C:6](O)[C:7](=[CH:11][CH:12]=1)[C:8]([OH:10])=[O:9].I[CH3:15].CN(C)[CH:18]=[O:19]>>[Cl:3][C:4]1[CH:5]=[CH:6][C:7]([C:8]([O:10][CH3:15])=[O:9])=[C:11]([O:19][CH3:18])[CH:12]=1 |f:0.1|. Procedure details: To a suspension of 60% sodium hydride oil (3.4 g) in dimethylformamide (25 ml) was added 4-chlorosalicylic acid (7.33 g) under ice-cooling, and the mixture was stirred for 1 hour at room temperature. After the stirring, iodomethane (25 g) was dropwise added to the mixture and the mixture was reacted for 1 hour at 50° C., which was followed by extraction with ether. The extract was washed with water and dried over magnesium sulfate. After the concentration, the residue was chromatographed on sili... The reactants are COC(=O)C(CC1CCCCC1)N1CC(Oc2cccc(OC(F)(F)F)c2)=CC1=O, [Li+], C1CCOC1, [OH-], O. Product: O=C(O)C(CC1CCCCC1)N1CC(Oc2cccc(OC(F)(F)F)c2)=CC1=O. As a reaction SMILES: [CH3:1][O:2][C:3]([CH:4]([CH2:5][CH:6]1[CH2:7][CH2:8][CH2:9][CH2:10][CH2:11]1)[N:12]1[C:13](=[O:29])[CH:14]=[C:15]([O:17][c:18]2[cH:19][c:20]([O:24][C:25]([F:26])([F:27])[F:28])[cH:21][cH:22][cH:23]2)[CH2:16]1)=[O:30].[Li+:31].[O:34]1[CH2:35][CH2:36][CH2:37][CH2:38]1.[OH-:32].[OH2:33]>>[O:2]=[C:3]([CH:4]([CH2:5][CH:6]1[CH2:7][CH2:8][CH2:9][CH2:10][CH2:11]1)[N:12]1[C:13](=[O:29])[CH:14]=[C:15]([O:17][c:18]2[cH:19][c:20]([O:24][C:25]([F:26])([F:27])[F:28])[cH:21][cH:22][cH:23]2)[CH2:16]1)[OH:30]. The reagents and catalysts are CC(=O)[O-].CC(=O)[O-].[Pd+2] (Pd(OAc)2). Reported procedure: 6-(4-Chloro-2-fluorophenyl)-N-methyl-N-(2,2,6,6-tetramethylpiperidin-4-yl)pyridazin-3-amine (50 mg, 0.13 mmol), PhI(OAc)2(60 mg, 0.19 mmol), and Pd(OAc)2(8.9 mg, 0.013 mmol) were dissolved in a mixture of acetic acid (0.6 mL) and acetic anhydride (0.6 mL). The mixture was stirred at 40° C. overnight. A solution of sodium thiosulfate was added and the mixture was stirred for 8 days at RT. A solution of potassium carbonate was added and the reaction pH was adjusted to 10. The aqueous phase was ext... Reaction SMILES: [Cl:1][C:2]1[CH:7]=[CH:6][C:5]([C:8]2[N:13]=[N:12][C:11]([N:14]([CH3:25])[CH:15]3[CH2:20][C:19]([CH3:22])([CH3:21])[NH:18][C:17]([CH3:24])([CH3:23])[CH2:16]3)=[CH:10][CH:9]=2)=[C:4]([F:26])[CH:3]=1.C(OI(C1C=CC=CC=1)OC(=O)C)(=[O:29])C.S([O-])([O-])(=O)=S.[Na+].[Na+].C(=O)([O-])[O-].[K+].[K+].Cl>C(O)(=O)C.C(OC(=O)C)(=O)C.CC([O-])=O.CC([O-])=O.[Pd+2]>[Cl:1][C:2]1[CH:3]=[C:4]([F:26])[C:5]([C:8]2[N:13]=[N:12][C:11]([N:14]([CH3:25])[CH:15]3[CH2:16][C:17]([CH3:24])([CH3:23])[NH:18][C:19]([CH3:21])([CH3:22])[CH2:20]3)=[CH:10][CH:9]=2)=[C:6]([OH:29])[CH:7]=1 |f:2.3.4,5.6.7,11.12.13|. Conditions: temperature 40 celsius, time 8 hour. Reactants: ClC1=CC(=C(C=C1)C1=CC=C(N=N1)N(C1CC(NC(C1)(C)C)(C)C)C)F (6-(4-Chloro-2-fluorophenyl)-N-methyl-N-(2,2,6,6-tetramethylpiperidin-4-yl)pyridazin-3-amine), C(C)(=O)OI(OC(C)=O)C1=CC=CC=C1 (PhI(OAc)2), S(=S)(=O)([O-])[O-].[Na+].[Na+] (sodium thiosulfate), C([O-])([O-])=O.[K+].[K+] (potassium carbonate), Cl (HCl). Run in C(C)(=O)O (acetic acid), C(C)(=O)OC(C)=O (acetic anhydride). The product is hydrochloride salt, ClC=1C=C(C(=C(C1)O)C=1N=NC(=CC1)N(C1CC(NC(C1)(C)C)(C)C)C)F (5-chloro-3-fluoro-2-(6-(methyl(2,2,6,6-tetramethylpiperidin-4-yl)amino)pyridazin-3-yl)phenol). The yield is 37.2%. The reactants are ClC=1C=CC2=C([C@H](O[C@@H](C(N2C(C)C)=O)CC(=O)NCC#N)C2=C(C=CC=C2)Cl)C1 (Trans-7-chloro-5-(2-chlorophenyl)-3-(cyanomethylaminocarbonylmethyl)-1-isopropyl-2-oxo-1,2,3,5-tetrahydro-4,1-benzoxazepine), [N-]=[N+]=[N-].[Na+] (sodium azide). Yields the product ClC=1C=CC2=C([C@H](O[C@@H](C(N2C(C)C)=O)CC(=O)NCC2=NN=NN2)C2=C(C=CC=C2)Cl)C1 (Trans-7-chloro-5-(2-chlorophenyl)-1-isopropyl-3-[(tetrazol-5-yl)methylaminocarbonylmethyl]-2-oxo-1,2,3,5-tetrahydro-4,1-benzoxazepine). As a reaction SMILES: [Cl:1][C:2]1[CH:3]=[CH:4][C:5]2[N:11]([CH:12]([CH3:14])[CH3:13])[C:10](=[O:15])[C@@H:9]([CH2:16][C:17]([NH:19][CH2:20][C:21]#[N:22])=[O:18])[O:8][C@H:7]([C:23]3[CH:28]=[CH:27][CH:26]=[CH:25][C:24]=3[Cl:29])[C:6]=2[CH:30]=1.[N-:31]=[N+:32]=[N-:33].[Na+]>>[Cl:1][C:2]1[CH:3]=[CH:4][C:5]2[N:11]([CH:12]([CH3:14])[CH3:13])[C:10](=[O:15])[C@@H:9]([CH2:16][C:17]([NH:19][CH2:20][C:21]3[NH:33][N:32]=[N:31][N:22]=3)=[O:18])[O:8][C@H:7]([C:23]3[CH:28]=[CH:27][CH:26]=[CH:25][C:24]=3[Cl:29])[C:6]=2[CH:30]=1 |f:1.2|. Procedure details: Trans-7-chloro-5-(2-chlorophenyl)-3-(cyanomethylaminocarbonylmethyl)-1-isopropyl-2-oxo-1,2,3,5-tetrahydro-4,1-benzoxazepine and sodium azide were subjected to the same procedure as in Example 102 to yield a crystal. The reactants are COC(C1=C(C=CC(=C1)OCC1=CC=CC=C1)Br)OC (2-bromo-5-benzyloxy benzaldehyde dimethylacetal), C1CCOC1 (THF), [Li]CCCC (n-BuLi), C1CCOC1 (THF). Solvent: CCCCCC (hexane). Conditions: temperature -10 celsius, time 15 minute. The product is COC(C1=C(C=CC(=C1)OCC1=CC=CC=C1)C(C1=CC=CC=C1)O)OC (2-(α-Hydroxybenzyl)-5-benzyloxybenzaldehyde dimethylacetal). RXN SMILES: [CH3:1][O:2][CH:3]([O:19][CH3:20])[C:4]1[CH:9]=[C:8]([O:10][CH2:11][C:12]2[CH:17]=[CH:16][CH:15]=[CH:14][CH:13]=2)[CH:7]=[CH:6][C:5]=1Br.[Li][CH2:22][CH2:23][CH2:24]C.[CH2:26]1[CH2:30][O:29][CH2:28][CH2:27]1>CCCCCC>[CH3:1][O:2][CH:3]([O:19][CH3:20])[C:4]1[CH:9]=[C:8]([O:10][CH2:11][C:12]2[CH:17]=[CH:16][CH:15]=[CH:14][CH:13]=2)[CH:7]=[CH:6][C:5]=1[CH:28]([OH:29])[C:27]1[CH:26]=[CH:30][CH:24]=[CH:23][CH:22]=1. Reported procedure: To a solution of 2-bromo-5-benzyloxy benzaldehyde dimethylacetal (Tet. Lett., 22, 5027 (1981)) (130 g) in THF (2.0 L), cooled to -78° C., was added dropwise a solution of n-BuLi (210 ml, 1.91 M) in hexane. After 15 min., a solution of benzalde48 mL) in THF (50 ml) was added dropwise. The cooling bath was removed, then the reaction mixture was warmed slowly (40 min.) to -10° C. and quenched with a saturated NH4Cl solution. The reaction mixture was diluted with Et2O (2.0 L). The organic phase deca... Product: FC(C=1C=C(COCCCCCC/C=C/C(=C/C(=O)O)/C)C=C(C1)C(F)(F)F)(F)F ((2E,4E) 11-(3',5'-bistrifluoromethylbenzyloxy)-3-methylundeca-2, 4-dienoic acid). Procedure details: The above ester (10.2 mmol) was hydrolysed by potassium hydroxide (41.2 mmol) in aqueous ethanol at room temperature over 24 hours. After standard work-up, the residue was triturated with hexane to give (2E,4E) 11-(3',5'-bistrifluoromethylbenzyloxy)-3-methylundeca-2, 4-dienoic acid. RXN SMILES: [F:1][C:2]([F:32])([F:31])[C:3]1[CH:4]=[C:5]([CH:24]=[C:25]([C:27]([F:30])([F:29])[F:28])[CH:26]=1)[CH2:6][O:7][CH2:8][CH2:9][CH2:10][CH2:11][CH2:12][CH2:13][CH:14]=[CH:15][C:16]([CH3:23])=[CH:17][C:18]([O:20]CC)=[O:19].[OH-].[K+]>C(O)C>[F:1][C:2]([F:31])([F:32])[C:3]1[CH:4]=[C:5]([CH:24]=[C:25]([C:27]([F:29])([F:28])[F:30])[CH:26]=1)[CH2:6][O:7][CH2:8][CH2:9][CH2:10][CH2:11][CH2:12][CH2:13]/[CH:14]=[CH:15]/[C:16](/[CH3:23])=[CH:17]/[C:18]([OH:20])=[O:19] |f:1.2|. The reactants are FC(C=1C=C(COCCCCCCC=CC(=CC(=O)OCC)C)C=C(C1)C(F)(F)F)(F)F (ethyl 11-(3',5'-bistrifluoromethylbenzyloxy)-3-methyl-undeca-2, 4-dienoate), [OH-].[K+] (potassium hydroxide). Solvent: C(C)O (ethanol). The reactants are O (water), C1(CCCCC1)O (Cyclohexanol), [K] (potassium), ClC1=C(C=C(C=2N=C(NC21)C(F)(F)F)[N+](=O)[O-])[N+](=O)[O-] (4-chloro-5,7-dinitro-2-trifluoromethylbenzimidazole). The solvent is CN(P(N(C)C)(N(C)C)=O)C (hexamethylphosphoric triamide). Run at time 8 hour. Product: C1(CCCCC1)OC1=C(C=C(C=2N=C(NC21)C(F)(F)F)[N+](=O)[O-])[N+](=O)[O-] (4-CYCLOHEXYLOXY-5,7-DINITRO-2-TRIFLUOROMETHYL BENZIMIDAZOLE). Reaction SMILES: [CH:1]1([OH:7])[CH2:6][CH2:5][CH2:4][CH2:3][CH2:2]1.[K].Cl[C:10]1[C:18]2[NH:17][C:16]([C:19]([F:22])([F:21])[F:20])=[N:15][C:14]=2[C:13]([N+:23]([O-:25])=[O:24])=[CH:12][C:11]=1[N+:26]([O-:28])=[O:27].O>CN(C)P(=O)(N(C)C)N(C)C>[CH:1]1([O:7][C:10]2[C:18]3[NH:17][C:16]([C:19]([F:21])([F:22])[F:20])=[N:15][C:14]=3[C:13]([N+:23]([O-:25])=[O:24])=[CH:12][C:11]=2[N+:26]([O-:28])=[O:27])[CH2:6][CH2:5][CH2:4][CH2:3][CH2:2]1 |^1:7|. Reported procedure: Cyclohexanol (5.4 grams) and potassium (1.9 grams) were reacted in 50 milliliters of dry hexamethylphosphoric triamide. When reaction had ceased, the solution was stirred and 5 grams of 4-chloro-5,7-dinitro-2-trifluoromethylbenzimidazole were added. Stirring was continued overnight. The reaction mixture was then poured into water, acidified, and extracted with ethyl acetate. The ethyl acetate was then removed by evaporation, and the residue was chromatographed on 300 milliliters of silica gel us... Reactants: [N+](=O)([O-])C1=NC(=CC=C1N)C1=C(C=CC=C1)C(F)(F)F (2-nitro-6-(2-trifluoromethyl-phenyl)-pyridin-3-ylamine). Reagents/catalysts: [Pd] (Pd/C). Solvent: CCO (EtOH). Reaction conditions: time 3 hour. The product is FC(C1=C(C=CC=C1)C1=CC=C(C(=N1)N)N)(F)F (6-(2-Trifluoromethyl-phenyl)-pyridine-2,3-diamine). Reaction SMILES: [N+:1]([C:4]1[C:9]([NH2:10])=[CH:8][CH:7]=[C:6]([C:11]2[CH:16]=[CH:15][CH:14]=[CH:13][C:12]=2[C:17]([F:20])([F:19])[F:18])[N:5]=1)([O-])=O>CCO.[Pd]>[F:20][C:17]([F:18])([F:19])[C:12]1[CH:13]=[CH:14][CH:15]=[CH:16][C:11]=1[C:6]1[N:5]=[C:4]([NH2:1])[C:9]([NH2:10])=[CH:8][CH:7]=1. Procedure details: To a solution of 2-nitro-6-(2-trifluoromethyl-phenyl)-pyridin-3-ylamine (130 mg, 0.460 mmol, as prepared in the previous step) in EtOH (10 mL), 10% Pd/C (60 mg) was added. The resulting mixture was hydrogenated at 50 psi for 3 h. The reaction mixture was filtered through a pad of Celite, and the filtrate was concentrated in vacuo to obtain the title compound, which was directly used in the next step without further purification. 1H-NMR (400 MHz, CDCl3) δ: 7.62 (d, J=7.8 Hz, 1H), 7.41-7.49 (m, 1H... Starting materials: C(C1=CC=CC=C1)NC(=O)C=1C(=NC(=NC1)C1=CC=CC=C1)S (4-mercapto-2-phenyl-pyrimidine-5-carboxylic acid benzylamide), II (iodine). The product is C(C1=CC=CC=C1)N1SC2=NC(=NC=C2C1=O)C1=CC=CC=C1 (2-Benzyl-6-phenyl-isothiazolo[5,4-d]pyrimidin-3-one). Isolated yield 87.6%. As a reaction SMILES: [CH2:1]([NH:8][C:9]([C:11]1[C:12]([SH:23])=[N:13][C:14]([C:17]2[CH:22]=[CH:21][CH:20]=[CH:19][CH:18]=2)=[N:15][CH:16]=1)=[O:10])[C:2]1[CH:7]=[CH:6][CH:5]=[CH:4][CH:3]=1.II>>[CH2:1]([N:8]1[C:9](=[O:10])[C:11]2[C:12](=[N:13][C:14]([C:17]3[CH:18]=[CH:19][CH:20]=[CH:21][CH:22]=3)=[N:15][CH:16]=2)[S:23]1)[C:2]1[CH:3]=[CH:4][CH:5]=[CH:6][CH:7]=1. Reported procedure: Using the procedure of Example 20, 2.0 g (6.22 mmol) of 4-mercapto-2-phenyl-pyrimidine-5-carboxylic acid benzylamide (from Preparation 42) was reacted with 1.74 g (6.8 mmol) of iodine to give 1.74 g of the title compound after crystallization from isopropanol, mp 166°-167° C.